Dataset: the Open Reaction Database (ORD), a public repository of structured organic reaction records. Task: describe an organic reaction: reactants, conditions, products, and yield The reactants are C(C)OC(=O)C=1N=C(OC1C1=CC=C(C=C1)N1CCN(CC1)C(=O)OC(C)(C)C)I (tert-butyl 4-(4-(4-(ethoxycarbonyl)-2-iodooxazol-5-yl)phenyl)piperazine-1-carboxylate), NC=1C(=CC=CC1)C (o-toluidine), C1(CCCCC1)P(C1=C(C=CC=C1)C1=C(C=C(C=C1C(C)C)C(C)C)C(C)C)C1CCCCC1 (2-(dicyclohexylphosphino)-2′,4′,6′-tri-i-propyl-1,1′-biphenyl), C([O-])([O-])=O.[K+].[K+] (potassium carbonate). The reagents and catalysts are C=1C=CC(=CC1)/C=C/C(=O)/C=C/C2=CC=CC=C2.C=1C=CC(=CC1)/C=C/C(=O)/C=C/C2=CC=CC=C2.C=1C=CC(=CC1)/C=C/C(=O)/C=C/C2=CC=CC=C2.[Pd].[Pd] (tris(dibenzylideneacetone)dipalladium(0)). Run in CN(C)C=O (DMF). Conditions: temperature 150 celsius. Yields the product C=1(C(=CC=CC1)NC=1OC(=C(N1)C(=O)OCC)C1=CC=C(C=C1)N1CCN(CC1)C(=O)OC(C)(C)C)C (tert-butyl 4-(4-(2-(o-toluidino)-4-(ethoxycarbonyl)oxazol-5-yl)phenyl)piperazine-1-carboxylate). Isolated yield 54.5%. RXN SMILES: [CH2:1]([O:3][C:4]([C:6]1[N:7]=[C:8](I)[O:9][C:10]=1[C:11]1[CH:16]=[CH:15][C:14]([N:17]2[CH2:22][CH2:21][N:20]([C:23]([O:25][C:26]([CH3:29])([CH3:28])[CH3:27])=[O:24])[CH2:19][CH2:18]2)=[CH:13][CH:12]=1)=[O:5])[CH3:2].[NH2:31][C:32]1[C:33]([CH3:38])=[CH:34][CH:35]=[CH:36][CH:37]=1.C1(P(C2CCCCC2)C2C=CC=CC=2C2C(C(C)C)=CC(C(C)C)=CC=2C(C)C)CCCCC1.C(=O)([O-])[O-].[K+].[K+]>CN(C=O)C.C1C=CC(/C=C/C(/C=C/C2C=CC=CC=2)=O)=CC=1.C1C=CC(/C=C/C(/C=C/C2C=CC=CC=2)=O)=CC=1.C1C=CC(/C=C/C(/C=C/C2C=CC=CC=2)=O)=CC=1.[Pd].[Pd]>[C:33]1([CH3:38])[C:32]([NH:31][C:8]2[O:9][C:10]([C:11]3[CH:16]=[CH:15][C:14]([N:17]4[CH2:22][CH2:21][N:20]([C:23]([O:25][C:26]([CH3:29])([CH3:28])[CH3:27])=[O:24])[CH2:19][CH2:18]4)=[CH:13][CH:12]=3)=[C:6]([C:4]([O:3][CH2:1][CH3:2])=[O:5])[N:7]=2)=[CH:37][CH:36]=[CH:35][CH:34]=1 |f:3.4.5,7.8.9.10.11|. Procedure details: A mixture of tert-butyl 4-(4-(4-(ethoxycarbonyl)-2-iodooxazol-5-yl)phenyl)piperazine-1-carboxylate (0.06 g, 0.11 mmol), o-toluidine (0.061 m, 0.57 mmol), tris(dibenzylideneacetone)dipalladium(0) (0.005 g, 0.005 mmol), 2-(dicyclohexylphosphino)-2′,4′,6′-tri-i-propyl-1,1′-biphenyl (0.011 g, 0.02 mmol) and potassium carbonate (0.063 g, 0.46 mmol) in DMF (1.5 ml) was degassed and heated in the microwave at 150° C. for 20 minutes. The reaction mixture was diluted with EtOAc and washed with water (×2)... Reactants: FC=1C=C(C(=CC1)N)NC1=CC=CC=C1 (4-fluoro-N2-phenylbenzene-1,2-diamine), C(C1=CC=CC=C1)O[C@@H]([C@@H](C(=O)O)NC(=O)OC(C)(C)C)C ((2S,3R)-3-benzyloxy-2-tertbutoxycarbonylaminobutyric acid), C1=CC2=C(N=C1)N(N=N2)O (HOAt), CN1CCOCC1 (4-methylmorpholine), Cl.CN(CCCN=C=NCC)C (N-(3-dimethylaminopropyl)-N′-ethylcarbodiimide hydrochloride). The solvent is C(Cl)Cl (DCM). Reaction conditions: time 18 hour. Yields the product C(C)(C)(C)OC(N[C@@H]([C@@H](C)OCC1=CC=CC=C1)C(NC1=C(C=C(C=C1)F)NC1=CC=CC=C1)=O)=O ([(1S,2R)-2-benzyloxy-1-(4-fluoro-2-phenylaminophenylcarbamoyl)propyl]carbamic acid tert-butyl ester). Isolated yield 102.9%. As a reaction SMILES: [F:1][C:2]1[CH:3]=[C:4]([NH:9][C:10]2[CH:15]=[CH:14][CH:13]=[CH:12][CH:11]=2)[C:5]([NH2:8])=[CH:6][CH:7]=1.[CH2:16]([O:23][C@H:24]([CH3:37])[C@H:25]([NH:29][C:30]([O:32][C:33]([CH3:36])([CH3:35])[CH3:34])=[O:31])[C:26](O)=[O:27])[C:17]1[CH:22]=[CH:21][CH:20]=[CH:19][CH:18]=1.C1C=NC2N(O)N=NC=2C=1.CN1CCOCC1.Cl.CN(C)CCCN=C=NCC>C(Cl)Cl>[C:33]([O:32][C:30](=[O:31])[NH:29][C@H:25]([C:26](=[O:27])[NH:8][C:5]1[CH:6]=[CH:7][C:2]([F:1])=[CH:3][C:4]=1[NH:9][C:10]1[CH:15]=[CH:14][CH:13]=[CH:12][CH:11]=1)[C@H:24]([O:23][CH2:16][C:17]1[CH:18]=[CH:19][CH:20]=[CH:21][CH:22]=1)[CH3:37])([CH3:35])([CH3:34])[CH3:36] |f:4.5|. Reported procedure: A mixture of 4-fluoro-N2-phenylbenzene-1,2-diamine (525 mg, 2.6 mmol), (2S,3R)-3-benzyloxy-2-tertbutoxycarbonylaminobutyric acid (880 mg, 2.9 mmol), HOAt (390 mg, 2.9 mmol), 4-methylmorpholine (0.60 mL, 5.7 mmol) and N-(3-dimethylaminopropyl)-N′-ethylcarbodiimide hydrochloride (560 mg, 2.9 mmol) in DCM (13 mL) was stirred at RT for 18 h. The reaction mixture was partitioned between DCM and a saturated aqueous solution of NaHCO3. The organic phase was washed with brine, dried (MgSO4), concentrate... Reactants: FC(CCS(=O)(=O)Cl)(F)F (3,3,3-Trifluoro-propane-1-sulfonyl chloride), ClC1=C(C=CC(=C1)Cl)N1C(=C(C=2C(N(C=CC21)N2CCCCC2)=O)C)C2=CC=C(C=C2)O (1-(2,4-dichlorophenyl)-2-(4-hydroxyphenyl)-3-methyl-5-piperidin-1-yl-1,5-dihydro-4H-pyrrolo[3,2-c]pyridin-4-one), FC(CCS(=O)(=O)Cl)(F)F (3,3,3-trifluoro-propane-1-sulfonyl chloride). Solvent: N1=CC=CC=C1 (pyridine). Reaction conditions: time 15 minute. The product is ClC1=C(C=CC(=C1)Cl)N1C(=C(C=2C(N(C=CC21)N2CCCCC2)=O)C)C2=CC=C(C=C2)OS(=O)(=O)CCC(F)(F)F (3,3,3-Trifluoropropane-1-sulfonic acid 4-[1-(2,4-dichlorophenyl)-3-methyl-4-oxo-5-piperidin-1-yl-4,5-dihydro-1H-pyrrolo[3,2-c]pyridin-2-yl]phenyl ester). Reaction SMILES: [F:1][C:2]([F:10])([F:9])[CH2:3][CH2:4][S:5](Cl)(=[O:7])=[O:6].[Cl:11][C:12]1[CH:17]=[C:16]([Cl:18])[CH:15]=[CH:14][C:13]=1[N:19]1[C:27]2[CH:26]=[CH:25][N:24]([N:28]3[CH2:33][CH2:32][CH2:31][CH2:30][CH2:29]3)[C:23](=[O:34])[C:22]=2[C:21]([CH3:35])=[C:20]1[C:36]1[CH:41]=[CH:40][C:39]([OH:42])=[CH:38][CH:37]=1>N1C=CC=CC=1>[Cl:11][C:12]1[CH:17]=[C:16]([Cl:18])[CH:15]=[CH:14][C:13]=1[N:19]1[C:27]2[CH:26]=[CH:25][N:24]([N:28]3[CH2:33][CH2:32][CH2:31][CH2:30][CH2:29]3)[C:23](=[O:34])[C:22]=2[C:21]([CH3:35])=[C:20]1[C:36]1[CH:37]=[CH:38][C:39]([O:42][S:5]([CH2:4][CH2:3][C:2]([F:10])([F:9])[F:1])(=[O:7])=[O:6])=[CH:40][CH:41]=1. Reported procedure: 3,3,3-Trifluoro-propane-1-sulfonyl chloride (100 mg, 0.509 mmol) was added to 1-(2,4-dichlorophenyl)-2-(4-hydroxyphenyl)-3-methyl-5-piperidin-1-yl-1,5-dihydro-4H-pyrrolo[3,2-c]pyridin-4-one (74 mg, 0.158 mmol) dissolved in pyridine (5 ml) at 0° C. The reaction was continued at 0° C. for 1 h and 15 min and then at rt. After 15 min at rt more 3,3,3-trifluoro-propane-1-sulfonyl chloride (260 mg, 1.323 mmol) was added. After 15 min the solvent was evaporated. Purified by flash chromatography (20-100...